From a dataset of the Open Reaction Database (ORD), a public repository of structured organic reaction records. describe an organic reaction: reactants, conditions, products, and yield The reactants are COC([C@@H](NC(=O)OCC1=CC=CC=C1)COS(=O)(=O)C1=CC=C(C=C1)C)=O (N-benzyloxycarbonyl-O-p-toluenesulfonyl serine methyl ester), C(C1=CC=CC=C1)OC(=O)N[C@H](C(=O)OC)COS(=O)(=O)C (methyl (S)-2-benzyloxycarbonylamino-3-methylsulfonyloxypropanoate), C1=CC=C(C=C1)[S-].[Na+] (sodium thiophenylate). Run in CN(C)C=O (DMF). Product: COC([C@@H](NC(=O)OCC1=CC=CC=C1)CSC1=CC=CC=C1)=O (N-benzyloxycarbonyl-S-phenyl-L-cysteine methyl ester), C(C1=CC=CC=C1)OC(=O)N[C@@H](C(=S)OC)CC1=CC=CC=C1 (methyl (R)-2-benzyloxycarbonylamino-3-phenylthiopropanoate). Reaction SMILES: [CH3:1][O:2][C:3](=[O:28])[C@H:4]([CH2:16]O[S:18](C1C=CC(C)=CC=1)(=O)=O)[NH:5][C:6]([O:8][CH2:9][C:10]1[CH:15]=[CH:14][CH:13]=[CH:12][CH:11]=1)=[O:7].[CH2:29]([O:36][C:37]([NH:39][C@@H:40]([CH2:45]OS(C)(=O)=O)[C:41]([O:43][CH3:44])=O)=[O:38])[C:30]1[CH:35]=[CH:34][CH:33]=[CH:32][CH:31]=1.[CH:51]1[CH:56]=[CH:55][C:54]([S-:57])=[CH:53][CH:52]=1.[Na+]>CN(C=O)C>[CH3:1][O:2][C:3](=[O:28])[C@H:4]([CH2:16][S:57][C:54]1[CH:55]=[CH:56][CH:51]=[CH:52][CH:53]=1)[NH:5][C:6]([O:8][CH2:9][C:10]1[CH:11]=[CH:12][CH:13]=[CH:14][CH:15]=1)=[O:7].[CH2:29]([O:36][C:37]([NH:39][C@H:40]([CH2:45][C:51]1[CH:56]=[CH:55][CH:54]=[CH:53][CH:52]=1)[C:41]([O:43][CH3:44])=[S:18])=[O:38])[C:30]1[CH:31]=[CH:32][CH:33]=[CH:34][CH:35]=1 |f:2.3|. Reported procedure: Recently, Knight and Sibley (D. W. Knight and A. W. Sibley, J. Chem. Soc., Perkin Trans. 1, 1997, 2179-2187) reported that the displacement of N-benzyloxycarbonyl-O-p-toluenesulfonyl serine methyl ester (or methyl (S)-2-benzyloxycarbonylamino-3-methylsulfonyloxypropanoate) with freshly prepared sodium thiophenylate in DMF at about 0° C. afforded the desired N-benzyloxycarbonyl-S-phenyl-L-cysteine methyl ester (or methyl (R)-2-benzyloxycarbonylamino-3-phenylthiopropanoate) in 98% yield providing ...